This data is from the Open Reaction Database (ORD), a public repository of structured organic reaction records. The task is: describe an organic reaction: reactants, conditions, products, and yield Reactants: NC1=NC(=CC=C1[N+](=O)[O-])NCC1=CC=CC=C1 (2-Amino-6-benzylamino-3-nitropyridine), O1CCOCC1 (dioxane). Reagents/catalysts: [Ni] (Ni). Conditions: time 2 hour. Yields the product C(C1=CC=CC=C1)NC=1N=C2N=C(C=NC2=CC1)C1=CC=C(C=C1)O (6-benzylamino-3-(4-hydroxyphenyl)-5-azaquinoxaline). The yield is 24.4%. As a reaction SMILES: [NH2:1][C:2]1[C:7]([N+:8]([O-])=O)=[CH:6][CH:5]=[C:4]([NH:11][CH2:12][C:13]2[CH:18]=[CH:17][CH:16]=[CH:15][CH:14]=2)[N:3]=1.[O:19]1[CH2:24][CH2:23]OCC1>[Ni]>[CH2:12]([NH:11][C:4]1[N:3]=[C:2]2[C:7](=[CH:6][CH:5]=1)[N:8]=[CH:17][C:18]([C:13]1[CH:12]=[CH:23][C:24]([OH:19])=[CH:15][CH:14]=1)=[N:1]2)[C:13]1[CH:18]=[CH:17][CH:16]=[CH:15][CH:14]=1. Procedure: 2-Amino-6-benzylamino-3-nitropyridine (25 g, 0.10 mol) was hydrogenated under 5.5 bar of H2 in the presence of 10 g of Raney-Ni in 400 mL of dioxane at 60 C. After 2 hours the reaction mixture was cooled to room temperature, filtrated and 4-hydroxy phenylglyoxal was added and stirred for 2 hours under an argon atmosphere. The suspension was then diluted with water, the solid was collected by filtration, washed with water, recrystallized from 2-propanol, and dried at 50 C. in vacuo to give 6-benz... Starting materials: C(C)(C)(C)C1=C(OC2=NC=CC=C2NC2=NC(=NS2)CSC2=CC=CC=C2)C=CC=C1 (2-(2-tert-Butylphenoxy)-N-(3-(phenylthiomethyl)-1,2,4-thiadiazol-5-yl)pyridin-3-amine), C(C)(=O)OO (peracetic acid). Solvent: C(C)(=O)OCC (ethyl acetate), C(Cl)Cl (DCM). Yields the product C(C)(C)(C)C1=C(OC2=NC=CC=C2NC2=NC(=NS2)CS(=O)C2=CC=CC=C2)C=CC=C1 (2-(2-tert-Butylphenoxy)-N-(3-(phenylsulfinylmethyl)-1,2,4-thiadiazol-5-yl)pyridin-3-amine). Reaction SMILES: [C:1]([C:5]1[CH:31]=[CH:30][CH:29]=[CH:28][C:6]=1[O:7][C:8]1[C:13]([NH:14][C:15]2[S:19][N:18]=[C:17]([CH2:20][S:21][C:22]3[CH:27]=[CH:26][CH:25]=[CH:24][CH:23]=3)[N:16]=2)=[CH:12][CH:11]=[CH:10][N:9]=1)([CH3:4])([CH3:3])[CH3:2].C(OO)(=[O:34])C>C(Cl)Cl.C(OCC)(=O)C>[C:1]([C:5]1[CH:31]=[CH:30][CH:29]=[CH:28][C:6]=1[O:7][C:8]1[C:13]([NH:14][C:15]2[S:19][N:18]=[C:17]([CH2:20][S:21]([C:22]3[CH:23]=[CH:24][CH:25]=[CH:26][CH:27]=3)=[O:34])[N:16]=2)=[CH:12][CH:11]=[CH:10][N:9]=1)([CH3:4])([CH3:2])[CH3:3]. Procedure details: A mixture of 2-(2-tert-butylphenoxy)-N-(3-(phenylthiomethyl)-1,2,4-thiadiazol-5-yl)pyridin-3-amine (Example 470) (250 mg, 0.56 mmol), peracetic acid (32% wt/v, 132 μL, 0.56 mmol in DCM (3 mL) was stirred at rt for 2 h. The reaction mixture was diluted in ethyl acetate and washed with saturated sodium bicarbonate. The organic phase was separated, dried (MgSO4), filtered and evaporated. The crude product was purified by preparative HPLC to give Example 471. (M+H)+=465; 1H NMR (400 MHz, DMSO d6) δ ... Starting materials: O=C1C=2N(C3=C(N1)C=1C=CC(=CC1C3)CC(=O)OCC)C=CN2 (ethyl [4,5-dihydro-4-oxo-10H-imidazo[1,2-a]indeno[1,2-e]pyrazin-8-yl]acetate), O1CCOCC1 (1,4-dioxane). Run in Cl (hydrochloric acid). Reaction conditions: time 4 hour. The product is O=C1C=2N(C3=C(N1)C=1C=CC(=CC1C3)CC(=O)O)C=CN2 ([4,5-dihydro-4-oxo-10H-imidazo[1,2-a]indeno[1,2-e]pyrazin-8-yl]acetic acid). Yield: 103.4%. Reaction SMILES: [O:1]=[C:2]1[NH:7][C:6]2[C:8]3[CH:9]=[CH:10][C:11]([CH2:15][C:16]([O:18]CC)=[O:17])=[CH:12][C:13]=3[CH2:14][C:5]=2[N:4]2[CH:21]=[CH:22][N:23]=[C:3]12.O1CCOCC1>Cl>[O:1]=[C:2]1[NH:7][C:6]2[C:8]3[CH:9]=[CH:10][C:11]([CH2:15][C:16]([OH:18])=[O:17])=[CH:12][C:13]=3[CH2:14][C:5]=2[N:4]2[CH:21]=[CH:22][N:23]=[C:3]12. Procedure: A suspension of 0.5 g of ethyl [4,5-dihydro-4-oxo-10H-imidazo[1,2-a]indeno[1,2-e]pyrazin-8-yl]acetate in 50 ml of 6N hydrochloric acid is heated at reflux for 2 hours. 25 ml of 1,4-dioxane are added to the mixture and reflux is continued for 4 hours. After returning to a temperature in the region of 20° C., the solid formed is filtered, washed with 5 ml of 1,4-dioxane and then dried under reduced pressure (1 mbar) at 60° C. 0.47 g of [4,5-dihydro-4-oxo-10H-imidazo[1,2-a]indeno[1,2-e]pyrazin-8-yl... The reactants are CC=1NC(=C(C(C1C(=O)OCCCCCCN)C1=CC(=CC=C1)C(F)(F)F)C(=O)OC)C (6-aminohexyl methyl 2,6-dimethyl-4-(m-trifluoromethylphenyl)-1,4-dihydropyridine-3,5-dicarboxylate), C1(=CC=CC=C1)OCC1CO1 (glycidyl phenyl ether). Solvent: CO (methanol). Reaction conditions: time 45 hour. The product is CC=1NC(=C(C(C1C(=O)OCCCCCCNCC(COC1=CC=CC=C1)O)C1=CC(=CC=C1)C(F)(F)F)C(=O)OC)C (6-(2-hydroxy-3-phenoxypropylamino)hexyl methyl 2,6-dimethyl-4-(m-trifluoromethylphenyl)-1,4-dihydropyridin-3,5-dicarboxylate). The yield is 32.9%. RXN SMILES: [CH3:1][C:2]1[NH:3][C:4]([CH3:32])=[C:5]([C:28]([O:30][CH3:31])=[O:29])[CH:6]([C:18]2[CH:23]=[CH:22][CH:21]=[C:20]([C:24]([F:27])([F:26])[F:25])[CH:19]=2)[C:7]=1[C:8]([O:10][CH2:11][CH2:12][CH2:13][CH2:14][CH2:15][CH2:16][NH2:17])=[O:9].[C:33]1([O:39][CH2:40][CH:41]2[O:43][CH2:42]2)[CH:38]=[CH:37][CH:36]=[CH:35][CH:34]=1>CO>[CH3:1][C:2]1[NH:3][C:4]([CH3:32])=[C:5]([C:28]([O:30][CH3:31])=[O:29])[CH:6]([C:18]2[CH:23]=[CH:22][CH:21]=[C:20]([C:24]([F:27])([F:25])[F:26])[CH:19]=2)[C:7]=1[C:8]([O:10][CH2:11][CH2:12][CH2:13][CH2:14][CH2:15][CH2:16][NH:17][CH2:42][CH:41]([OH:43])[CH2:40][O:39][C:33]1[CH:38]=[CH:37][CH:36]=[CH:35][CH:34]=1)=[O:9]. Procedure details: In 45 ml of methanol were dissolved 2.51 g of 6-aminohexyl methyl 2,6-dimethyl-4-(m-trifluoromethylphenyl)-1,4-dihydropyridine-3,5-dicarboxylate and 0.83 g of glycidyl phenyl ether, and the mixture was stirred for 45 hours at room temperature. The reaction solution was concentrated under reduced pressure, and the residue was subjected to silica gel column chromatography. The produce was eluted with chloroform-methanol (95:5 v/v), and 1.10 g of 6-(2-hydroxy-3-phenoxypropylamino)hexyl methyl 2,6-d... The reactants are FC(C1=CC=C(C=C1)C(C)=O)(F)F (4′-trifluoromethylacetophenone), [H-].[Na+] (sodium hydride), C(OCC)(OCC)=O (diethyl carbonate), Cl (hydrochloric acid). Run in O (Water). Reaction conditions: temperature 80 celsius, time 90 minute. Yields the product O=C(CC(=O)OCC)C1=CC=C(C=C1)C(F)(F)F (ethyl 3-oxo-3-(4-trifluoromethylphenyl)propionate). As a reaction SMILES: [F:1][C:2]([F:13])([F:12])[C:3]1[CH:8]=[CH:7][C:6]([C:9](=[O:11])[CH3:10])=[CH:5][CH:4]=1.[H-].[Na+].[C:16](=O)([O:20]CC)[O:17][CH2:18][CH3:19].Cl>O>[O:11]=[C:9]([C:6]1[CH:5]=[CH:4][C:3]([C:2]([F:12])([F:13])[F:1])=[CH:8][CH:7]=1)[CH2:10][C:16]([O:17][CH2:18][CH3:19])=[O:20] |f:1.2|. Reported procedure: A mixture of 4′-trifluoromethylacetophenone (10.0 g), sodium hydride (60%, oil, 2.13 g) and diethyl carbonate (80 ml) was stirred at 80° C. for 90 min. Water was added to the reaction mixture, and the mixture was neutralized with dilute hydrochloric acid and extracted with ethyl acetate. The ethyl acetate layer was washed with saturated brine, dried (MgSO4) and concentrated. The residue was subjected to silica gel column chromatography, and ethyl 3-oxo-3-(4-trifluoromethylphenyl)propionate was o... The reactants are C(C)OC(CC1=NC=C(C=C1)NC(=O)OCC1=CC=CC=C1)=O (ethyl(5-(((benzyloxy)carbonyl)amino)pyridin-2-yl)acetate), O1CCCC1 (tetrahydrofuran), [OH-].[Na+] (sodium hydroxide). Solvent: CC(C)O (2-propanol). Conditions: time 3 hour. Product: C(C1=CC=CC=C1)OC(=O)NC=1C=CC(=NC1)CC(=O)[O-].[Na+] (sodium (5-(((benzyloxy)carbonyl)amino)pyridin-2-yl)acetate). Reaction SMILES: C([O:3][C:4](=[O:23])[CH2:5][C:6]1[CH:11]=[CH:10][C:9]([NH:12][C:13]([O:15][CH2:16][C:17]2[CH:22]=[CH:21][CH:20]=[CH:19][CH:18]=2)=[O:14])=[CH:8][N:7]=1)C.O1CCCC1.[OH-].[Na+:30]>CC(O)C>[CH2:16]([O:15][C:13]([NH:12][C:9]1[CH:10]=[CH:11][C:6]([CH2:5][C:4]([O-:23])=[O:3])=[N:7][CH:8]=1)=[O:14])[C:17]1[CH:22]=[CH:21][CH:20]=[CH:19][CH:18]=1.[Na+:30] |f:2.3,5.6|. Procedure: To a solution of ethyl(5-(((benzyloxy)carbonyl)amino)pyridin-2-yl)acetate (1.0 g) obtained in Step A of Example 363 in a mixed solvent of tetrahydrofuran (20 mL) and 2-propanol (5.0 mL) was added 2 M aqueous sodium hydroxide solution (6.4 mL) in an ice bath, and the mixture was stirred at the same temperature for 3 hr. The reaction mixture was collected by filtration to give the title compound (2.6 g).